This data is from the Open Reaction Database (ORD), a public repository of structured organic reaction records. The task is: describe an organic reaction: reactants, conditions, products, and yield Reactants: Cl.N1=C(C=CC=C1)C=1CCNCC1 (1′,2′,3′,6′-tetrahydro-[2,4′]bipyridinyl hydrochloride), C=O (paraformaldehyde), FC1=C(C=C(C(=O)N)C=C1)C (4-fluoro-3-methylbenzamide), C([O-])([O-])=O.[K+].[K+] (potassium carbonate). Run in C(C)O (ethyl alcohol). Product: N1=C(C=CC=C1)C=1CCN(CC1)CNC(C1=CC(=C(C=C1)F)C)=O (N-(3′,6′-dihydro-2,4′-bipyridin-1′(2′H)-ylmethyl)-4-fluoro-3-methylbenzamide). The yield is 27.7%. RXN SMILES: Cl.[N:2]1[CH:7]=[CH:6][CH:5]=[CH:4][C:3]=1[C:8]1[CH2:9][CH2:10][NH:11][CH2:12][CH:13]=1.C=O.[F:16][C:17]1[CH:25]=[CH:24][C:20]([C:21]([NH2:23])=[O:22])=[CH:19][C:18]=1[CH3:26].[C:27](=O)([O-])[O-].[K+].[K+]>C(O)C>[N:2]1[CH:7]=[CH:6][CH:5]=[CH:4][C:3]=1[C:8]1[CH2:9][CH2:10][N:11]([CH2:27][NH:23][C:21](=[O:22])[C:20]2[CH:24]=[CH:25][C:17]([F:16])=[C:18]([CH3:26])[CH:19]=2)[CH2:12][CH:13]=1 |f:0.1,4.5.6|. Procedure: A mixture of 1′,2′,3′,6′-tetrahydro-[2,4′]bipyridinyl hydrochloride (20 mg, 0.10 mmol, Saari, W. S.; et al. J. Med. Chem. 1984, 27, 1182), paraformaldehyde (30 mg, 1 mmol), 4-fluoro-3-methylbenzamide (77 mg, 0.5 mmol, Oakwood), and 42 mg of potassium carbonate (0.3 mmol) in 2.5 mL absolute ethyl alcohol was heated to reflux under nitrogen overnight. The mixture was cooled to room temperature, filtered, and the solvent was removed under reduced pressure. The residue was purified by flash column c...